From a dataset of the Open Reaction Database (ORD), a public repository of structured organic reaction records. describe an organic reaction: reactants, conditions, products, and yield Starting materials: BrC=1C=C2CCNC(C2=CC1)=O (6-bromo-1-oxo-1,2,3,4-tetrahydroisoquinoline), FC1=CC=C(C=C1)C=1C=CC(=NC1)CCl (5-(4-fluorophenyl)-2-(chloromethyl)pyridine), [H-].[Na+] (NaH). The solvent is CN(C)C=O (DMF), CN(C)C=O (DMF), CN(C)C=O (DMF). Run at time 15 minute. Product: BrC=1C=C2CCN(C(C2=CC1)=O)CC1=NC=C(C=C1)C1=CC=C(C=C1)F (6-bromo-2-{[5-(4-fluorophenyl)-2-pyridyl]methyl}-1-oxo-1,2,3,4 -tetrahydroisoquinoline). RXN SMILES: [H-].[Na+].[Br:3][C:4]1[CH:5]=[C:6]2[C:11](=[CH:12][CH:13]=1)[C:10](=[O:14])[NH:9][CH2:8][CH2:7]2.[F:15][C:16]1[CH:21]=[CH:20][C:19]([C:22]2[CH:23]=[CH:24][C:25]([CH2:28]Cl)=[N:26][CH:27]=2)=[CH:18][CH:17]=1>CN(C=O)C>[Br:3][C:4]1[CH:5]=[C:6]2[C:11](=[CH:12][CH:13]=1)[C:10](=[O:14])[N:9]([CH2:28][C:25]1[CH:24]=[CH:23][C:22]([C:19]3[CH:20]=[CH:21][C:16]([F:15])=[CH:17][CH:18]=3)=[CH:27][N:26]=1)[CH2:8][CH2:7]2 |f:0.1|. Procedure: To a cooled (0° C.) suspension of NaH (0.084 g. 3.5 mmol) and Kl (0.1 g, 0.6 mmol) in DMF (10 mL) is added dropwise a solution of 6-bromo-1-oxo-1,2,3,4-tetrahydroisoquinoline (0.65 g, 2.9 mmol) in DMF (10 mL). After 15 minutes, a solution of 5-(4-fluorophenyl)-2-(chloromethyl)pyridine (1.27 g, 5.8 mmol) in DMF (10 mL) is added dropwise and the resulting solution stirred for 12 hours. The reaction mixture is then partitioned between water (200 mL) and EtOAc (200 mL). The aqueous layer is extracte...